Dataset: the Open Reaction Database (ORD), a public repository of structured organic reaction records. Task: describe an organic reaction: reactants, conditions, products, and yield Reactants: COC1=CC=C(CN(C2C(CN(CC2)C(=O)OC(C)(C)C)(C)C)C)C=C1 (tert-Butyl 4-((4-methoxybenzyl)(methyl)amino)-3,3-dimethylpiperidine-1-carboxylate), C(=O)(C(F)(F)F)O (TFA). The solvent is ClCCl (dichloromethane). Reaction conditions: time 2 hour. Product: COC1=CC=C(CN(C2C(CNCC2)(C)C)C)C=C1 (N-(4-Methoxybenzyl)-N,3,3-trimethylpiperidin-4-amine). RXN SMILES: [CH3:1][O:2][C:3]1[CH:26]=[CH:25][C:6]([CH2:7][N:8]([CH3:24])[CH:9]2[CH2:14][CH2:13][N:12](C(OC(C)(C)C)=O)[CH2:11][C:10]2([CH3:23])[CH3:22])=[CH:5][CH:4]=1.C(O)(C(F)(F)F)=O>ClCCl>[CH3:1][O:2][C:3]1[CH:4]=[CH:5][C:6]([CH2:7][N:8]([CH3:24])[CH:9]2[CH2:14][CH2:13][NH:12][CH2:11][C:10]2([CH3:23])[CH3:22])=[CH:25][CH:26]=1. Reported procedure: tert-Butyl 4-((4-methoxybenzyl)(methyl)amino)-3,3-dimethylpiperidine-1-carboxylate (1.87 g, 5.17 mmol, 1 eq) was dissolved in dichloromethane (4 ml); TFA (4 ml) was added at 0° C., and stirring was carried out for 2 h at RT. The reaction solution was concentrated under reduced pressure, taken up in toluene and dried again. The crude product was used in the next stage without being purified further. The reactants are FC=1C=C(CBr)C=CC1F (3,4-difluorobenzyl bromide), CSC=1N=CC=2C=3N(C4=C(NC2N1)C=CC=C4)N=NN3 (11-(methylthio)-9H-benzo[b]pyrimido[5,4-f]tetrazolo[1,5-d][1,4]diazepine), CC(C)(C)[O-].[K+] (t-BuOK). Run in CN(C)C=O (DMF), CC(C)(C)O (t-BuOH). Reaction conditions: time 10 minute. Product: FC=1C=C(CN2C3=C(N4C(C5=C2N=C(N=C5)SC)=NN=N4)C=CC=C3)C=CC1F (9-(3,4-difluorobenzyl)-11-(methylthio)-9H-benzo[b]pyrimido[5,4-f]tetrazolo[1,5-d][1,4]diazepine). Reaction SMILES: [CH3:1][S:2][C:3]1[N:4]=[CH:5][C:6]2[C:7]3[N:8]([N:18]=[N:19][N:20]=3)[C:9]3[CH:17]=[CH:16][CH:15]=[CH:14][C:10]=3[NH:11][C:12]=2[N:13]=1.CC([O-])(C)C.[K+].[F:27][C:28]1[CH:29]=[C:30]([CH:33]=[CH:34][C:35]=1[F:36])[CH2:31]Br>CN(C=O)C.CC(O)(C)C>[F:27][C:28]1[CH:29]=[C:30]([CH:33]=[CH:34][C:35]=1[F:36])[CH2:31][N:11]1[C:12]2[N:13]=[C:3]([S:2][CH3:1])[N:4]=[CH:5][C:6]=2[C:7]2=[N:20][N:19]=[N:18][N:8]2[C:9]2[CH:17]=[CH:16][CH:15]=[CH:14][C:10]1=2 |f:1.2|. Reported procedure: The 11-(methylthio)-9H-benzo[b]pyrimido[5,4-f]tetrazolo[1,5-d][1,4]diazepine (5) (1.03 g) in DMF (20 mL) was treated with 1.1 eq. of 1M t-BuOK in t-BuOH (4 mL). The mixture was stirred at R.T. for 10 minutes then the 3,4-difluorobenzyl bromide (0.6 mL) was added. The mixture was stirred at R.T. for one hour. The reaction mixture was quenched with the addition of saturated aqueous ammonium chloride solution (20 mL). The mixture was extracted with ethyl acetate (3×50 mL) and the combined organic e... The reactants are Cl (hydrochloric acid), C(C1=CC=CC=C1)OC=1C=CC(=C(C1)C1=NOC(C1)(CC(=O)OC)CC(=O)OC)Br (dimethyl 2,2′-(3-(5-(benzyloxy)-2-bromophenyl)-4,5-dihydro-1,2-oxazole-5,5-diyl)diacetate), C1CCOC1 (THF), [OH-].[Na+] (sodium hydroxide). Solvent: [Cl-].[Na+].O (brine), CO (methanol). Yields the product C(C1=CC=CC=C1)OC=1C=CC(=C(C1)C1=NOC(C1)(CC(=O)O)CC(=O)O)Br (2,2′-(3-(5-(Benzyloxy)-2-bromophenyl)-4,5-dihydro-1,2-oxazole-5,5-diyl)diacetic acid). The yield is 86.3%. RXN SMILES: [CH2:1]([O:8][C:9]1[CH:10]=[CH:11][C:12]([Br:30])=[C:13]([C:15]2[CH2:19][C:18]([CH2:25][C:26]([O:28]C)=[O:27])([CH2:20][C:21]([O:23]C)=[O:22])[O:17][N:16]=2)[CH:14]=1)[C:2]1[CH:7]=[CH:6][CH:5]=[CH:4][CH:3]=1.C1COCC1.[OH-].[Na+].Cl>[Cl-].[Na+].O.CO>[CH2:1]([O:8][C:9]1[CH:10]=[CH:11][C:12]([Br:30])=[C:13]([C:15]2[CH2:19][C:18]([CH2:25][C:26]([OH:28])=[O:27])([CH2:20][C:21]([OH:23])=[O:22])[O:17][N:16]=2)[CH:14]=1)[C:2]1[CH:3]=[CH:4][CH:5]=[CH:6][CH:7]=1 |f:2.3,5.6.7|. Reported procedure: A mixture of dimethyl 2,2′-(3-(5-(benzyloxy)-2-bromophenyl)-4,5-dihydro-1,2-oxazole-5,5-diyl)diacetate (12.0 g), THF (120 mL), methanol (120 mL), and a 1 M aqueous sodium hydroxide solution (120 mL) was stirred at room temperature for 3 hours. The reaction mixture was rendered acidic using 6 M hydrochloric acid at 0 C, and brine was added thereto, followed by extraction with ethyl acetate. The extract was washed with water and saturated saline and dried over anhydrous magnesium sulfate, and then...